This data is from the Open Reaction Database (ORD), a public repository of structured organic reaction records. The task is: describe an organic reaction: reactants, conditions, products, and yield The reactants are CC(C)(C)OC(=O)C(Br)c1ccccc1, CCOC(C)=O, [Cl-], CC(C)(C)OC(=O)n1c(=O)[nH]c2cc(Cl)ccc21, [H-], [NH4+], [Na+], CN(C)C=O. The product is CC(C)(C)OC(=O)C(c1ccccc1)n1c(=O)n(C(=O)OC(C)(C)C)c2ccc(Cl)cc21. As a reaction SMILES: [Br:21][CH:22]([C:23](=[O:24])[O:25][C:26]([CH3:27])([CH3:28])[CH3:29])[c:30]1[cH:31][cH:32][cH:33][cH:34][cH:35]1.[CH3:43][CH2:44][O:45][C:46](=[O:47])[CH3:48].[Cl-:36].[Cl:1][c:2]1[cH:3][c:4]2[c:5]([n:6]([C:10](=[O:11])[O:12][C:13]([CH3:14])([CH3:15])[CH3:16])[c:7](=[O:9])[nH:8]2)[cH:17][cH:18]1.[H-:19].[NH4+:37].[Na+:20].[O:38]=[CH:39][N:40]([CH3:41])[CH3:42]>>[Cl:1][c:2]1[cH:3][c:4]2[c:5]([n:6]([C:10](=[O:11])[O:12][C:13]([CH3:14])([CH3:15])[CH3:16])[c:7](=[O:9])[n:8]2[CH:22]([C:23](=[O:24])[O:25][C:26]([CH3:27])([CH3:28])[CH3:29])[c:30]2[cH:31][cH:32][cH:33][cH:34][cH:35]2)[cH:17][cH:18]1.